From a dataset of the Open Reaction Database (ORD), a public repository of structured organic reaction records. describe an organic reaction: reactants, conditions, products, and yield The reactants are BrC1=C(N)C=C(C=C1)F (2-Bromo-5-fluoro-aniline), [N+](=O)([O-])C=1C=C(C=CC1)S(=O)(=O)O (m-nitrobenzenesulfonic acid), P(O)(O)(O)=O (phosphoric acid), ferrous sulfate heptahydrate, O.N (ammonia water), O=CC(C)=C (methacrolein). Run in O (water). Reaction conditions: temperature 80 celsius, time 1 hour. Yields the product BrC=1C=CC(=C2C=C(C=NC12)C)F (8-bromo-5-fluoro-3-methyl-quinoline). Isolated yield 24.3%. As a reaction SMILES: [Br:1][C:2]1[CH:8]=[CH:7][C:6]([F:9])=[CH:5][C:3]=1[NH2:4].[N+](C1C=C(S(O)(=O)=O)C=CC=1)([O-])=O.P(=O)(O)(O)O.O=[CH:29][C:30](=[CH2:32])[CH3:31].O.N>O>[Br:1][C:2]1[CH:8]=[CH:7][C:6]([F:9])=[C:5]2[C:3]=1[N:4]=[CH:31][C:30]([CH3:32])=[CH:29]2 |f:4.5|. Reported procedure: 2-Bromo-5-fluoro-aniline (2.50 g, 95 mass % article, 12.5 mmol), m-nitrobenzenesulfonic acid (1.33 g, 6.53 mmol), 10.0 mL of 85 wt % aqueous phosphoric acid solution and ferrous sulfate heptahydrate (34.8 mg, 0.125 mmol) were placed in a 100 mL three-neck flask equipped with a magnetic stirrer, a reflux condenser, a thermometer and a dropping funnel and the mixture was heated to 80° C. in an oil bath. Subsequently, 2.32 g of methacrolein (98 mass % article, 32.5 mmol) was added dropwise thereto ... Starting materials: Cc1n[nH]c(-c2ccccc2)c1NC(=O)c1cccnc1Cl, O=C(Cl)c1cnc2ccccc2n1. Product: Cc1n[nH]c(-c2ccccc2)c1NC(=O)c1cnc2ccccc2n1. RXN SMILES: [Cl:1][c:2]1[n:3][cH:4][cH:5][cH:19][c:20]1[C:21]([NH:6][c:7]1[c:8]([CH3:18])[n:9][nH:10][c:11]1-[c:12]1[cH:13][cH:14][cH:15][cH:16][cH:17]1)=[O:22].[n:23]1[c:24]([C:33](=[O:34])[Cl:35])[cH:25][n:26][c:27]2[cH:28][cH:29][cH:30][cH:31][c:32]12>>[NH:6]([c:7]1[c:8]([CH3:18])[n:9][nH:10][c:11]1-[c:12]1[cH:13][cH:14][cH:15][cH:16][cH:17]1)[C:33]([c:24]1[n:23][c:32]2[c:27]([n:26][cH:25]1)[cH:28][cH:29][cH:30][cH:31]2)=[O:34].